From a dataset of the Open Reaction Database (ORD), a public repository of structured organic reaction records. describe an organic reaction: reactants, conditions, products, and yield The reactants are CCCCCC (n-hexane), CCOC(=O)C (acetic acid ethyl), COC1=CC=C(C2=CC=CC=C12)C=C (1-methoxy-4-vinyl naphthalene), COC(=O)C#CC(=O)OC (acetylene dicarboxylic acid dimethyl ester). Solvent: [N+](=O)([O-])C1=CC=CC=C1 (nitrobenzene), [N+](=O)([O-])C1=CC=CC=C1 (nitrobenzene). Yields the product COC(=O)C=1C(=CC=C2C3=CC=CC=C3C(=CC12)OC)C(=O)OC (9-methoxy phenanthrene-1, 2-dicarboxylic acid dimethyl ester). Isolated yield 61.2%. As a reaction SMILES: [CH3:1][O:2][C:3]1[C:12]2[C:7](=[CH:8][CH:9]=[CH:10][CH:11]=2)[C:6]([CH:13]=[CH2:14])=[CH:5][CH:4]=1.[CH3:15][O:16][C:17]([C:19]#[C:20][C:21]([O:23][CH3:24])=[O:22])=[O:18].CCCCCC.CCOC(C)=O>[N+](C1C=CC=CC=1)([O-])=O>[CH3:15][O:16][C:17]([C:19]1[C:20]([C:21]([O:23][CH3:24])=[O:22])=[CH:14][CH:13]=[C:6]2[C:5]=1[CH:4]=[C:3]([O:2][CH3:1])[C:12]1[C:7]2=[CH:8][CH:9]=[CH:10][CH:11]=1)=[O:18]. Reported procedure: 1-methoxy-4-vinyl naphthalene 18.42 g (0.1 mol) and acetylene dicarboxylic acid dimethyl ester 28.42 g (0.2 mol) were dissolved in nitrobenzene, 200 ml, and they were reacted for 7 hours at the temperature of 130° C. After cooling, nitrobenzene was escaped in vapor under a reduced pressure condition, silica gel column chromatography (developing solvent n-hexane:an acetic acid ethyl=9:1) process was performed to residual elements, crude material, 23.08 g, was obtained. Further, objective phenanth... The reactants are C(N)(=O)C1=C(C2=C(N=CN=C2NC2=C(OC(CNC(OC(C)(C)C)=O)C)C=C(C=C2)F)S1)C (tert-Butyl 2-(2-(6-carbamoyl-5-methylthieno[2,3-d]pyrimidin-4-ylamino)-5-fluorophenoxy)propylcarbamate), FC(C(=O)O)(F)F (trifluoroacetic acid). The solvent is ClCCl (dichloromethane). Reaction conditions: time 8 hour. Product: FC(C(=O)O)(F)F.NCC(C)OC1=C(C=CC(=C1)F)NC=1C2=C(N=CN1)SC(=C2C)C(=O)N (4-(2-(1-Aminopropan-2-yloxy)-4-fluorophenylamino)-5-methyl-thieno[2,3-d]pyrimidine-6-carboxamide trifluoroacetate). As a reaction SMILES: [C:1]([C:4]1[S:32][C:7]2[N:8]=[CH:9][N:10]=[C:11]([NH:12][C:13]3[CH:30]=[CH:29][C:28]([F:31])=[CH:27][C:14]=3[O:15][CH:16]([CH3:26])[CH2:17][NH:18]C(=O)OC(C)(C)C)[C:6]=2[C:5]=1[CH3:33])(=[O:3])[NH2:2].[F:34][C:35]([F:40])([F:39])[C:36]([OH:38])=[O:37]>ClCCl>[F:34][C:35]([F:40])([F:39])[C:36]([OH:38])=[O:37].[NH2:18][CH2:17][CH:16]([O:15][C:14]1[CH:27]=[C:28]([F:31])[CH:29]=[CH:30][C:13]=1[NH:12][C:11]1[C:6]2[C:5]([CH3:33])=[C:4]([C:1]([NH2:2])=[O:3])[S:32][C:7]=2[N:8]=[CH:9][N:10]=1)[CH3:26] |f:3.4|. Reported procedure: tert-Butyl 2-(2-(6-carbamoyl-5-methylthieno[2,3-d]pyrimidin-4-ylamino)-5-fluorophenoxy)propylcarbamate (740 mg) was dissolved in dichloromethane (20 ml) and trifluoroacetic acid (4 ml) was added and the reaction was stirred at room temperature overnight. The reaction was concentrated in vacuo to give the title compound. Starting materials: C(#N)C(=CNC(N1C(NC(C1)(C)C)=O)=N)C(N(C1=CC(=CC=C1)C(F)(F)F)C)=O (1-cyano-1-[N-methyl-N-(3-trifluoromethylphenyl)carbamoyl]-2-[imino(4,4-dimethyl-2-oxo-1-imidazolidinyl)methylamino]ethene), ClC(C(=O)O)(Cl)Cl (trichloroacetic acid). The solvent is C(C)(=O)O (acetic acid). Reaction conditions: temperature 70 celsius, time 2 hour. Yields the product CN(C(=O)C=1C(=NC(=NC1)N1C(NC(C1)(C)C)=O)N)C1=CC(=CC=C1)C(F)(F)F (4-amino-2-(4,4-dimethyl-2-oxo-1-imidazolidinyl)-pyrimidine-5-carboxylic acid N-methyl-N-(3-trifluoromethylphenyl)amide). Isolated yield 55.5%. RXN SMILES: [C:1]([C:3]([C:16](=[O:29])[N:17]([CH3:28])[C:18]1[CH:23]=[CH:22][CH:21]=[C:20]([C:24]([F:27])([F:26])[F:25])[CH:19]=1)=[CH:4][NH:5][C:6](=[NH:15])[N:7]1[CH2:11][C:10]([CH3:13])([CH3:12])[NH:9][C:8]1=[O:14])#[N:2].ClC(Cl)(Cl)C(O)=O>C(O)(=O)C>[CH3:28][N:17]([C:18]1[CH:23]=[CH:22][CH:21]=[C:20]([C:24]([F:25])([F:26])[F:27])[CH:19]=1)[C:16]([C:3]1[C:1]([NH2:2])=[N:15][C:6]([N:7]2[CH2:11][C:10]([CH3:13])([CH3:12])[NH:9][C:8]2=[O:14])=[N:5][CH:4]=1)=[O:29]. Reported procedure: A mixture of 2.45 g (6 mmol) of compound IV, 820 mg (5 mmol) of trichloroacetic acid and 4.25 ml of glacial acetic acid was stirred at 70° C. for 2 hours and subsequently evaporated in vacuo. The remaining residue was taken up in 100 ml of ethyl acetate and extracted successively twice each with 20 ml of 2N NaOH each time and 10 ml of water each time. The solution was dried over MgSO4 and then filtered and evaporated in vacuo. The residue was dissolved in 25 ml of ether, whereupon crystals separ... Reactants: Cc1ccccc1, COc1cnc2c(Oc3ccc(N)cc3)ccnc2c1, COc1cnnc(Cl)c1, [K+], [K+], [K+], O=C(C=Cc1ccccc1)C=Cc1ccccc1, O=C(C=Cc1ccccc1)C=Cc1ccccc1, O=C(C=Cc1ccccc1)C=Cc1ccccc1, O=P([O-])([O-])[O-], [Pd], [Pd]. Yields the product COc1cnnc(Nc2ccc(Oc3ccnc4cc(OC)cnc34)cc2)c1. Reaction SMILES: [CH3:94][c:95]1[cH:96][cH:97][cH:98][cH:99][cH:100]1.[CH3:9][O:10][c:11]1[cH:12][n:13][c:14]2[c:15]([O:21][c:22]3[cH:23][cH:24][c:25]([NH2:28])[cH:26][cH:27]3)[cH:16][cH:17][n:18][c:19]2[cH:20]1.[Cl:29][c:30]1[n:31][n:32][cH:33][c:34]([O:36][CH3:37])[cH:35]1.[K+:6].[K+:7].[K+:8].[O:40]=[C:41]([CH:42]=[CH:43][c:44]1[cH:45][cH:46][cH:47][cH:48][cH:49]1)[CH:50]=[CH:51][c:52]1[cH:53][cH:54][cH:55][cH:56][cH:57]1.[O:58]=[C:59]([CH:60]=[CH:61][c:62]1[cH:63][cH:64][cH:65][cH:66][cH:67]1)[CH:68]=[CH:69][c:70]1[cH:71][cH:72][cH:73][cH:74][cH:75]1.[O:76]=[C:77]([CH:78]=[CH:79][c:80]1[cH:81][cH:82][cH:83][cH:84][cH:85]1)[CH:86]=[CH:87][c:88]1[cH:89][cH:90][cH:91][cH:92][cH:93]1.[P:1]([O-:2])([O-:3])([O-:4])=[O:5].[Pd:38].[Pd:39]>>[CH3:9][O:10][c:11]1[cH:12][n:13][c:14]2[c:15]([O:21][c:22]3[cH:23][cH:24][c:25]([NH:28][c:30]4[n:31][n:32][cH:33][c:34]([O:36][CH3:37])[cH:35]4)[cH:26][cH:27]3)[cH:16][cH:17][n:18][c:19]2[cH:20]1. The reactants are BrC=1C=CC2=C(C1)C=1N=C(SC1CCO2)C(=O)N (9-Bromo-4,5-dihydro-[1]benzoxepino[5,4-d]thiazole-2-carboxamide), C(#C)C1(CCCC1)O (1-ethynylcyclopentanol). The product is OC1(CCCC1)C#CC=1C=CC2=C(C1)C=1N=C(SC1CCO2)C(=O)N (9-[2-(1-hydroxycyclopentyl)ethynyl]-4,5-dihydro-[1]benzoxepino[5,4-d]thiazole-2-carboxamide). As a reaction SMILES: Br[C:2]1[CH:3]=[CH:4][C:5]2[O:15][CH2:14][CH2:13][C:12]3[S:11][C:10]([C:16]([NH2:18])=[O:17])=[N:9][C:8]=3[C:6]=2[CH:7]=1.[C:19]([C:21]1([OH:26])[CH2:25][CH2:24][CH2:23][CH2:22]1)#[CH:20]>>[OH:26][C:21]1([C:19]#[C:20][C:2]2[CH:3]=[CH:4][C:5]3[O:15][CH2:14][CH2:13][C:12]4[S:11][C:10]([C:16]([NH2:18])=[O:17])=[N:9][C:8]=4[C:6]=3[CH:7]=2)[CH2:25][CH2:24][CH2:23][CH2:22]1. Reported procedure: 9-Bromo-4,5-dihydro-[1]benzoxepino[5,4-d]thiazole-2-carboxamide (0.15 g) was reacted with 1-ethynylcyclopentanol similar to as described in Procedure E to afford 46.2 mg of 9-[2-(1-hydroxycyclopentyl)ethynyl]-4,5-dihydro-[1]benzoxepino[5,4-d]thiazole-2-carboxamide following reverse phase hplc purification. MS (Q1) 355 (M)+. 1H NMR (400 MHz, DMSO) δ 8.58 (d, J=2.1 Hz, 1H), 8.40 (s, 1H), 7.84 (s, 1H), 7.27 (dd, J=8.3, 2.1 Hz, 1H), 7.01 (t, J=7.6 Hz, 1H), 5.26 (s, 1H), 4.34 (t, J=4.9 Hz, 2H), 3.41 ... Reactants: CC1=C(C(N)=O)C(c2cccc([N+](=O)[O-])c2)n2ccnc2N1, CN(C)C=O, ClC(Cl)Cl, O=S(Cl)Cl. The product is CC1=C(C#N)C(c2cccc([N+](=O)[O-])c2)n2ccnc2N1. RXN SMILES: [C:5]([NH2:6])(=[O:7])[C:8]1=[C:9]([CH3:26])[NH:10][c:11]2[n:12]([cH:23][cH:24][n:25]2)[CH:13]1[c:14]1[cH:15][c:16]([N+:20](=[O:21])[O-:22])[cH:17][cH:18][cH:19]1.[CH3:31][N:32]([CH3:33])[CH:34]=[O:35].[CH:27]([Cl:28])([Cl:29])[Cl:30].[S:1]([Cl:2])([Cl:3])=[O:4]>>[C:5](#[N:6])[C:8]1=[C:9]([CH3:26])[NH:10][c:11]2[n:12]([cH:23][cH:24][n:25]2)[CH:13]1[c:14]1[cH:15][c:16]([N+:20](=[O:21])[O-:22])[cH:17][cH:18][cH:19]1. RXN SMILES: C(OP([O-])(OCC)=O)C.[C:10]([IH+:14]([C:21]([CH3:24])([CH3:23])[CH3:22])[C:15]1[CH:20]=[CH:19][CH:18]=[CH:17][CH:16]=1)([CH3:13])([CH3:12])[CH3:11].[F:25][C:26]1[C:31]([F:32])=[C:30]([F:33])[C:29]([F:34])=[C:28]([F:35])[C:27]=1[S:36]([OH:39])(=[O:38])=[O:37].N>C(Cl)Cl>[F:35][C:28]1[C:29]([F:34])=[C:30]([F:33])[C:31]([F:32])=[C:26]([F:25])[C:27]=1[S:36]([O-:39])(=[O:38])=[O:37].[C:21]([IH+:14]([C:10]([CH3:13])([CH3:12])[CH3:11])[C:15]1[CH:20]=[CH:19][CH:18]=[CH:17][CH:16]=1)([CH3:24])([CH3:23])[CH3:22] |f:0.1,5.6|. Yields the product FC1=C(C(=C(C(=C1F)F)F)F)S(=O)(=O)[O-].C(C)(C)(C)[IH+](C1=CC=CC=C1)C(C)(C)C (di-tert-butylphenyliodonium perfluorobenzenesulfonate). Run in C(Cl)Cl (methylene chloride). Reactants: C(C)OP(=O)(OCC)[O-].C(C)(C)(C)[IH+](C1=CC=CC=C1)C(C)(C)C (Di-tert-butylphenyliodonium diethylphosphate), FC1=C(C(=C(C(=C1F)F)F)F)S(=O)(=O)O (perfluorobenzenesulfonic acid), N (ammonia). Isolated yield 76.8%. Procedure: Di-tert-butylphenyliodonium diethylphosphate (546 mg; 1 mmol) and perfluorobenzenesulfonic acid (267 mg; 1.1 mmol) were dissolved in methylene chloride (10 ml), and 1% aqueous ammonia (10 ml) was added thereto. After the alkalinity of the solution was confirmed, the solution was stirred vigorously. The thus-obtained mixture was allowed to stand, and the aqueous layer was separated. The aqueous layer was washed with water successively until the aqueous layer exhibited neutral pH. The methylene ch... Starting materials: CC(C)O (2-propanol), N1=CC=CC=C1 (pyridine), ClC(=O)OC(C)Cl (1-chloroethyl chloroformate). Reaction conditions: temperature 25 celsius. Yields the product C(OC(C)Cl)(OC(C)C)=O (1-chloroethyl isopropyl carbonate). Isolated yield 88.0%. As a reaction SMILES: [CH3:1][CH:2]([OH:4])[CH3:3].N1C=CC=CC=1.Cl[C:12]([O:14][CH:15]([Cl:17])[CH3:16])=[O:13]>>[C:12](=[O:13])([O:4][CH:2]([CH3:3])[CH3:1])[O:14][CH:15]([Cl:17])[CH3:16]. Procedure details: To a solution of 2-propanol (2.66 mL, 34.97 mmol) and pyridine (3.39 mL, 41.96 mmol), pre-cooled in a dry-ice/acetone bath was slowly added 1-chloroethyl chloroformate. The resulting mixture was allowed to slowly warm to 25° C. overnight, with stirring. After concentration under reduced pressure the mixture was dissolved in ethyl acetate. The organic layer was washed with brine, dried over sodium sulfate, filtered and concentrated under reduced pressure to give 1-chloroethyl isopropyl carbonate ...